From a dataset of the Open Reaction Database (ORD), a public repository of structured organic reaction records. describe an organic reaction: reactants, conditions, products, and yield Starting materials: FC=1C=C(C=CC1)C1=C(C=C2C(=N1)SC=C2)[C@H](C)N ((1S)-1-(6-(3-fluorophenyl)thieno[2,3-b]pyridin-5-yl)ethanamine), ClC1=C2NC=NC2=NC=N1 (6-chloropurine), CCN(C(C)C)C(C)C (Hunig's Base). Run in C(CCC)O (n-butanol). Conditions: temperature 110 celsius, time 24 hour. Product: FC=1C=C(C=CC1)C1=C(C=C2C(=N1)SC=C2)[C@H](C)NC2=C1N=CNC1=NC=N2 (N—((S)-1-(6-(3-fluorophenyl)thieno[2,3-b]pyridin-5-yl)ethyl)-9H-purin-6-amine). As a reaction SMILES: [F:1][C:2]1[CH:3]=[C:4]([C:8]2[N:13]=[C:12]3[S:14][CH:15]=[CH:16][C:11]3=[CH:10][C:9]=2[C@@H:17]([NH2:19])[CH3:18])[CH:5]=[CH:6][CH:7]=1.Cl[C:21]1[N:29]=[CH:28][N:27]=[C:26]2[C:22]=1[NH:23][CH:24]=[N:25]2.CCN(C(C)C)C(C)C>C(O)CCC>[F:1][C:2]1[CH:3]=[C:4]([C:8]2[N:13]=[C:12]3[S:14][CH:15]=[CH:16][C:11]3=[CH:10][C:9]=2[C@@H:17]([NH:19][C:21]2[N:29]=[CH:28][N:27]=[C:26]3[C:22]=2[N:23]=[CH:24][NH:25]3)[CH3:18])[CH:5]=[CH:6][CH:7]=1. Procedure details: In a reaction flask was combined (1S)-1-(6-(3-fluorophenyl)thieno[2,3-b]pyridin-5-yl)ethanamine (39 mg, 143 μmol), 6-chloropurine (24 mg, 158 μmol), Hunig's Base (38 μL, 215 μmol) and n-butanol (1.5 mL). The solution was heated to 110° C. After 24 h, the solvent was removed and the residue purified by column chromatography using a 0-70% gradient of (90:9:1 CH2Cl2:MeOH:NH4OH) in CH2Cl2 to afford N—((S)-1-(6-(3-fluorophenyl)thieno[2,3-b]pyridin-5-yl)ethyl)-9H-purin-6-amine. 1H NMR (400 MHz, DMSO-d... Reactants: O[Li].O (LiOH·H2O), C(C)(=O)O (acetic acid), crude product, C(C)(=O)O[C@H]1[C@H](O[C@@H]([C@H]([C@@H]1OC(C)=O)OC(C)=O)COC(C)=O)Br (2,3,4,6-Tetra-O-acetyl-α-D-glucopyranosyl bromide), O[Li].O (LiOH·H2O), CN1CC[C@]23C=4C5=CC=C(C4O[C@H]2[C@H](CC[C@H]3[C@H]1C5)O)O (dihydromorphine). Run in O (water), C(Cl)(Cl)Cl (chloroform), CO (methanol), CO (methanol). Conditions: time 1 hour. Product: [C@@H]1([C@H](O)[C@@H](O)[C@H](O)[C@H](O1)CO)OC=1CCC=2C[C@@H]3[C@@H]4C=C[C@@H]([C@H]5[C@@]4(C2C1O5)CCN3C)O (3-O—β-glucosyldihydromorphine). Isolated yield 24.5%. As a reaction SMILES: C([O:4][C@@H:5]1[C@@H:10]([O:11]C(=O)C)[C@H:9]([O:15]C(=O)C)[C@@H:8]([CH2:19][O:20]C(=O)C)[O:7][C@@H:6]1Br)(=O)C.O[Li].O.[CH3:28][N:29]1[C@@H:45]2[CH2:46][C:34]3=[CH:35][CH:36]=[C:37]([OH:48])[C:38]4[O:39][C@H:40]5[C@@H:41]([OH:47])[CH2:42][CH2:43][C@@H:44]2[C@:32]5([C:33]=43)[CH2:31][CH2:30]1.C(O)(=O)C>CO.O.C(Cl)(Cl)Cl>[C@@H:6]1([O:48][C:37]2[CH2:36][CH2:35][C:34]3[CH2:46][C@H:45]4[N:29]([CH3:28])[CH2:30][CH2:31][C@:32]56[C:33]=3[C:38]=2[O:39][C@H:40]5[C@@H:41]([OH:47])[CH:42]=[CH:43][C@@H:44]46)[O:7][C@H:8]([CH2:19][OH:20])[C@@H:9]([OH:15])[C@H:10]([OH:11])[C@H:5]1[OH:4] |f:1.2|. Procedure details: 2,3,4,6-Tetra-O-acetyl-α-D-glucopyranosyl bromide (1.20 g, 3.0 mmol) was added in one portion to a stirred solution of LiOH·H2O (0.15 g, 3.5 mmol) and dihydromorphine (1.0 g, 3.0 mmol) in dry methanol (10 mL) at room temperature. The resulting mixture was stirred for 1 hr, a solution of LiOH·H2O (0.42 g, 10.0 mmol) in water (10 mL) was added dropwise to the mixture, and the mixture allowed to stir for an additional 3 hr. The resulting suspension was acidified to pH 7 with acetic acid (0.5 mL) an... As a reaction SMILES: [CH2:1]([CH2:2][CH2:3][CH3:4])[O:5][C:6]([CH:7]([NH:8][C:9](=[O:10])[O:11][CH2:12][C:13]([Cl:14])([Cl:15])[Cl:16])[O:17][C:18](=[O:19])[CH3:20])=[O:21].[CH2:30]([Cl:31])[Cl:32].[CH3:22][O:23][c:24]1[cH:25][cH:26][cH:27][cH:28][cH:29]1>>[CH2:1]([CH2:2][CH2:3][CH3:4])[O:5][C:6]([CH:7]([NH:8][C:9](=[O:10])[O:11][CH2:12][C:13]([Cl:14])([Cl:15])[Cl:16])[c:27]1[cH:26][cH:25][c:24]([O:23][CH3:22])[cH:29][cH:28]1)=[O:21]. Product: CCCCOC(=O)C(NC(=O)OCC(Cl)(Cl)Cl)c1ccc(OC)cc1. Starting materials: CCCCOC(=O)C(NC(=O)OCC(Cl)(Cl)Cl)OC(C)=O, ClCCl, COc1ccccc1. Reaction SMILES: [Br:16][CH:17]([C:18](=[O:19])[O:20][CH2:21][CH3:22])[CH3:23].[CH2:1]([Br:2])[CH3:3].[CH2:29]1[O:30][CH2:31][CH2:32][CH2:33]1.[Cl-:24].[Cl:5][c:6]1[cH:7][cH:8][c:9]([CH2:12][C:13](=[CH2:14])[CH3:15])[cH:10][cH:11]1.[Mg:4].[NH4+:25].[Ni:26]([Cl:27])[Cl:28]>>[c:6]1([CH:17]([C:18](=[O:19])[O:20][CH2:21][CH3:22])[CH3:23])[cH:7][cH:8][c:9]([CH2:12][C:13](=[CH2:14])[CH3:15])[cH:10][cH:11]1. Product: C=C(C)Cc1ccc(C(C)C(=O)OCC)cc1. The reactants are CCOC(=O)C(C)Br, CCBr, C1CCOC1, [Cl-], C=C(C)Cc1ccc(Cl)cc1, [Mg], [NH4+], Cl[Ni]Cl. Reactants: IC1=CC=NN1C (5-iodo-1-methyl-1H-pyrazole), CN(C=O)C (dimethyl formamide), P(=O)(Cl)(Cl)Cl (phosphorus oxychloride). Conditions: time 4 hour. The product is IC1=C(C=NN1C)C=O (5-Iodo-1-methyl-1H-pyrazole-4-carbaldehyde). The yield is 39.0%. Reaction SMILES: [I:1][C:2]1[N:6]([CH3:7])[N:5]=[CH:4][CH:3]=1.P(Cl)(Cl)(Cl)=O.CN(C)[CH:15]=[O:16]>>[I:1][C:2]1[N:6]([CH3:7])[N:5]=[CH:4][C:3]=1[CH:15]=[O:16]. Reported procedure: To a cooled (0° C.) solution of 5-iodo-1-methyl-1H-pyrazole (1.3 g, 6.3 mmol) in dimethyl formamide (2 mL), under an atmosphere of nitrogen, was added phosphorus oxychloride (1.72 mL, 18.8 mmol, 3.0 eq.). The resulting mixture was stirred at room temperature for 4 hr before partitioning between ethyl acetate (80 mL) and 2M aqueous potassium carbonate (80 mL). The aqueous layer was extracted again with ethyl acetate (80 mL). The organic extracts were combined and washed with water (3×50 mL) and t... Starting materials: C(C)C1(OC2=C(C3=C1CCC3)C(=CC(=C2)CCCCC)OC(CCCN2CCCCC2)=O)CC (4,4-diethyl-7-n-pentyl-9-[4-(piperidino)-butyryloxy]-1,2,3,4-tetrahydrocyclopenta[c][1]benzopyran), C(CCCC)C=1C=C(C2=C(OC(C3C2C=C(CC3)C)(C)C)C1)OC(CCCN1CCSCC1)=O (3-pentyl-1-[4-(thiomorpholino)-butyryloxy]6a,7,8,10a-tetrahydro-6,6,9-trimethyl-6H-dibenzo[b,d]pyran), 1,2,3,4,12,13-hexahydrocyclopenta[c][1]benzopyran, O1CCN(CC1)CCCC(=O)OC1=CC(=CC=2OCC3C(C21)CCCC3)CCCCC (1-[4-(morpholino)-butyryloxy]-3-pentyl-6a, 7,8,9,10,10a hexahydro-6H-dibenzo[b,d]pyran), 1-[4-(homopiperidino)-butyryloxy]-7,8,9,10-tetrahydro-6H-dibenzo-[b,d]pyran, 4,4-di-(1-hexyl)-7-(3-methyl-2-octyl)-9-[4-(morpholino)-butyryloxy]-1,2,3,4,12,13-hexahydrocyclopenta[c][1]benzopyran, 4,4-dimethyl-7-(3-methyl-2-octyl)-9-[4-(piperidino)-butyryloxy]-1,2,3,4,12,13-hexahydrocyclopenta[c][1]benzopyran, C(CCCC)C=1C=C(C2=C(OC(C3C2CC(=CC3)C)(C)C)C1)OC(CCN1CCCC1)=O (3-pentyl-1-[3-(pyrrolidino)-propionyloxy]-6a,7,10,10a-tetrahydro-6,6,9-trimethyl-6H-dibenzo[b,d]pyran). Yields the product CC(C(=O)O)CCN1CCCCC1 (α-methyl-γ-piperidinobutyric acid). As a reaction SMILES: C(C1(CC)C2CCCC=2C2C([O:21][C:22](=[O:32])[CH2:23][CH2:24][CH2:25][N:26]3[CH2:31][CH2:30][CH2:29][CH2:28][CH2:27]3)=CC(CCCCC)=CC=2O1)C.[CH2:35](C1C=C(OC(=O)CCCN2CCSCC2)C2C3C=C(C)CCC3C(C)(C)OC=2C=1)CCCC.C(C1C=C(OC(=O)CCN2CCCC2)C2C3CC(C)=CCC3C(C)(C)OC=2C=1)CCCC.O1CCN(CCCC(OC2C3C4CCCCC4COC=3C=C(CCCCC)C=2)=O)CC1>>[CH3:35][CH:23]([CH2:24][CH2:25][N:26]1[CH2:27][CH2:28][CH2:29][CH2:30][CH2:31]1)[C:22]([OH:21])=[O:32]. Procedure: Some of the compounds produced according to the invention are: 4,4-diethyl-7-n-pentyl-9-[4-(piperidino)-butyryloxy]-1,2,3,4-tetrahydrocyclopenta[c][1]benzopyran, 4,4-di-(1-hexyl)-7-(3-methyl-2-octyl)-9-[4-(morpholino)-butyryloxy]-1,2,3,4,12,13-hexahydrocyclopenta[c][1]benzopyran, 4,4-dimethyl-7-(3-methyl-2-octyl)-9-[4-(piperidino)-butyryloxy]-1,2,3,4,12,13-hexahydrocyclopenta[c][1]benzopyran, 4,4-diethyl-7-octadecyl-9-[3-pyrrolidino)-propionyloxy]-1,2,3,4,12,13-hexahydrocyclopenta[c][1]benzopyra... The reactants are CCCC1CCC(C2CCC(CCC=O)CC2)CC1, C1CCOC1, CC(C)(C)[O-], COC[P+](c1ccccc1)(c1ccccc1)c1ccccc1, [Cl-], [K+]. The product is CCCC1CCC(C2CCC(CCC=COC)CC2)CC1. Reaction SMILES: [CH2:30]([CH2:31][CH3:32])[CH:33]1[CH2:34][CH2:35][CH:36]([CH:39]2[CH2:40][CH2:41][CH:42]([CH2:45][CH2:46][CH:47]=[O:48])[CH2:43][CH2:44]2)[CH2:37][CH2:38]1.[CH2:49]1[O:50][CH2:51][CH2:52][CH2:53]1.[CH3:24][C:25]([CH3:26])([O-:27])[CH3:28].[CH3:2][O:3][CH2:4][P+:5]([c:6]1[cH:7][cH:8][cH:9][cH:10][cH:11]1)([c:12]1[cH:13][cH:14][cH:15][cH:16][cH:17]1)[c:18]1[cH:19][cH:20][cH:21][cH:22][cH:23]1.[Cl-:1].[K+:29]>>[CH3:2][O:3][CH:4]=[CH:47][CH2:46][CH2:45][CH:42]1[CH2:41][CH2:40][CH:39]([CH:36]2[CH2:35][CH2:34][CH:33]([CH2:30][CH2:31][CH3:32])[CH2:38][CH2:37]2)[CH2:44][CH2:43]1. Starting materials: C(#N)C1=CC=[N+](C=C1)[O-] (4-cyanopyridine N-oxide), C[O-].[Na+] (sodium methoxide), NC(C(=O)N)C(=O)N (aminomalonamide), C(C)(=O)O (acetic acid). The solvent is CO (methanol). Conditions: time 0.5 hour. The product is C(N)(=O)C=1N=C(NC1O)C1=CC=[N+](C=C1)[O-] (4-(4-carbamoyl-5-hydroxyimidazole-2yl)-pyridine-N-oxide). The yield is 90.3%. RXN SMILES: [C:1]([C:3]1[CH:8]=[CH:7][N+:6]([O-:9])=[CH:5][CH:4]=1)#[N:2].C[O-].[Na+].N[CH:14]([C:18]([NH2:20])=[O:19])[C:15]([NH2:17])=[O:16].C(O)(=O)C>CO>[C:18]([C:14]1[N:2]=[C:1]([C:3]2[CH:8]=[CH:7][N+:6]([O-:9])=[CH:5][CH:4]=2)[NH:17][C:15]=1[OH:16])(=[O:19])[NH2:20] |f:1.2|. Reported procedure: To a solution of 4-cyanopyridine N-oxide (600 g) in ahydrous methanol (250 ml) was added sodium methoxide (1.35 g), and this solution was stirred for 0.5 hour at room temperature. To this solution were added aminomalonamide (3.51 g) and acetic acid, and this mixture was stirred for 2 hours under reflux. After cooling the reaction mixture to 0°-5° C., the precipitated product was separated by filtration, washed with ethanol, isopropylether and dried under vacuum to give yellow crystal of 4-(4-car... Starting materials: FC1=CC=C(OC=2C=C(C=C(C2)C=CC(=O)OCC)C=CC(=O)OCC)C=C1 (diethyl 3,3'-[5-(4-fluorophenoxy)-1,3-phenylene]bis-2-propenoate), C(=O)[O-].[NH4+] (ammonium formate). Reagents/catalysts: [Pd] (palladium on carbon). Yields the product FC1=CC=C(OC=2C=C(C=C(C2)CCC(=O)OCC)CCC(=O)OCC)C=C1 (Diethyl 5-(4-fluorophenoxy)-1,3-benzenedipropanoate). Isolated yield 70.6%. RXN SMILES: [F:1][C:2]1[CH:28]=[CH:27][C:5]([O:6][C:7]2[CH:8]=[C:9]([CH:20]=[CH:21][C:22]([O:24][CH2:25][CH3:26])=[O:23])[CH:10]=[C:11]([CH:13]=[CH:14][C:15]([O:17][CH2:18][CH3:19])=[O:16])[CH:12]=2)=[CH:4][CH:3]=1.C([O-])=O.[NH4+]>[Pd]>[F:1][C:2]1[CH:28]=[CH:27][C:5]([O:6][C:7]2[CH:8]=[C:9]([CH2:20][CH2:21][C:22]([O:24][CH2:25][CH3:26])=[O:23])[CH:10]=[C:11]([CH2:13][CH2:14][C:15]([O:17][CH2:18][CH3:19])=[O:16])[CH:12]=2)=[CH:4][CH:3]=1 |f:1.2|. Reported procedure: Treatment of diethyl 3,3'-[5-(4-fluorophenoxy)-1,3-phenylene]bis-2-propenoate (17.0 g) with ammonium formate (27.85 g) and 10% of palladium on carbon (1.70 g) according to the method of Preparation 12 gave the title compound as an oil (12.12 g), Rf 0.30 (SS 1). Found: C,68.01; H,6.46. C22H25FO5 requires C,68.03; H,6.49%.